Dataset: the Open Reaction Database (ORD), a public repository of structured organic reaction records. Task: describe an organic reaction: reactants, conditions, products, and yield Reactants: CC(C)(C)OC(=O)NC(CO)Cc1ccc(-c2cccc(Cl)c2)cc1, CCOC(C)=O, ClCCl. Yields the product CC(C)(C)OC(=O)NC(C=O)Cc1ccc(-c2cccc(Cl)c2)cc1. As a reaction SMILES: [C:1]([CH3:2])([CH3:3])([CH3:4])[O:5][C:6]([NH:7][CH:8]([CH2:9][c:10]1[cH:11][cH:12][c:13](-[c:16]2[cH:17][c:18]([Cl:22])[cH:19][cH:20][cH:21]2)[cH:14][cH:15]1)[CH2:23][OH:24])=[O:25].[CH3:29][CH2:30][O:31][C:32]([CH3:33])=[O:34].[Cl:26][CH2:27][Cl:28]>>[C:1]([CH3:2])([CH3:3])([CH3:4])[O:5][C:6]([NH:7][CH:8]([CH2:9][c:10]1[cH:11][cH:12][c:13](-[c:16]2[cH:17][c:18]([Cl:22])[cH:19][cH:20][cH:21]2)[cH:14][cH:15]1)[CH:23]=[O:24])=[O:25].